Dataset: the Open Reaction Database (ORD), a public repository of structured organic reaction records. Task: describe an organic reaction: reactants, conditions, products, and yield Starting materials: Cl.C(C)(=O)OC=1C=C2C(=C(N(C2=CC1)CCCC)C)C(=O)NC1CCN(CC1)CCC1=CC=CC=C1 (5-acetoxy-1-butyl-2-methyl-N-(1-(2-phenylethyl)-4-piperidyl)indole-3-carboxamide hydrochloride), [OH-].[K+] (potassium hydroxide). Run in CO (methanol), CO (methanol). Product: C(CCC)N1C(=C(C2=CC(=CC=C12)O)C(=O)NC1CCN(CC1)CCC1=CC=CC=C1)C (1-butyl-5-hydroxy-2-methyl-N-(1-(2-phenylethyl)-4-piperidyl)indole-3-carboxamide). RXN SMILES: Cl.C([O:5][C:6]1[CH:7]=[C:8]2[C:12](=[CH:13][CH:14]=1)[N:11]([CH2:15][CH2:16][CH2:17][CH3:18])[C:10]([CH3:19])=[C:9]2[C:20]([NH:22][CH:23]1[CH2:28][CH2:27][N:26]([CH2:29][CH2:30][C:31]2[CH:36]=[CH:35][CH:34]=[CH:33][CH:32]=2)[CH2:25][CH2:24]1)=[O:21])(=O)C.[OH-].[K+]>CO>[CH2:15]([N:11]1[C:12]2[C:8](=[CH:7][C:6]([OH:5])=[CH:14][CH:13]=2)[C:9]([C:20]([NH:22][CH:23]2[CH2:24][CH2:25][N:26]([CH2:29][CH2:30][C:31]3[CH:32]=[CH:33][CH:34]=[CH:35][CH:36]=3)[CH2:27][CH2:28]2)=[O:21])=[C:10]1[CH3:19])[CH2:16][CH2:17][CH3:18] |f:0.1,2.3|. Reported procedure: To a solution of 2.3 g of 5-acetoxy-1-butyl-2-methyl-N-(1-(2-phenylethyl)-4-piperidyl)indole-3-carboxamide hydrochloride in 30 ml of methanol was added a solution of 0.5 g of potassium hydroxide in methanol, and the whole solution was stirred for an hour under heating. After the reaction mixture was cooled, the precipitated inorganic substance was filtered off and the filtrate was concentrated under reduced pressure. A solution of the residue in water with a small amount of ethanol was stirred a... The reactants are FC1=C(C=CC=C1)C=CC(=O)N[C@H](CC1=CNC2=CC=CC=C12)C(=O)OC (Methyl Nα-[3-(2-Fluorophenyl)acryloyl]-D-Tryptophanate), [OH-].[Na+] (sodium hydroxide). Run in CO (methanol). Product: FC1=C(C=CC=C1)C=CC(=O)N[C@H](CC1=CNC2=CC=CC=C12)C(=O)O (Nα-[3-(2-Fluorophenyl)acryloyl]-D-Tryptophan). The yield is 93.9%. Reaction SMILES: [F:1][C:2]1[CH:7]=[CH:6][CH:5]=[CH:4][C:3]=1[CH:8]=[CH:9][C:10]([NH:12][C@@H:13]([C:24]([O:26]C)=[O:25])[CH2:14][C:15]1[C:23]2[C:18](=[CH:19][CH:20]=[CH:21][CH:22]=2)[NH:17][CH:16]=1)=[O:11].[OH-].[Na+]>CO>[F:1][C:2]1[CH:7]=[CH:6][CH:5]=[CH:4][C:3]=1[CH:8]=[CH:9][C:10]([NH:12][C@@H:13]([C:24]([OH:26])=[O:25])[CH2:14][C:15]1[C:23]2[C:18](=[CH:19][CH:20]=[CH:21][CH:22]=2)[NH:17][CH:16]=1)=[O:11] |f:1.2|. Reported procedure: The same procedures as in Example 64 were carried out from the compound obtained in Example 31 (3.1 g), 1 mol/L of an aqueous sodium hydroxide solution (13 mL), and methanol (130 mL), to give the captioned compound (2.8 g, 95%) as crystals. The reactants are CCCCNC(=O)NS(=O)(=O)c1cccc2c1OC(C)(C)C2, C1CN2CCN1CC2, O=C(Cl)Cl, Cc1ccccc1C. Yields the product CC1(C)Cc2cccc(S(=O)(=O)N=C=O)c2O1. Reaction SMILES: [CH2:1]([NH:2][C:6](=[O:7])[NH:8][S:9](=[O:10])(=[O:11])[c:12]1[cH:13][cH:14][cH:15][c:16]2[c:20]1[O:19][C:18]([CH3:21])([CH3:22])[CH2:17]2)[CH2:3][CH2:4][CH3:5].[CH2:23]1[N:24]2[CH2:25][CH2:26][N:27]([CH2:28][CH2:29]2)[CH2:30]1.[Cl:31][C:32](=[O:33])[Cl:34].[c:35]1([CH3:36])[c:37]([CH3:38])[cH:39][cH:40][cH:41][cH:42]1>>[C:6](=[O:7])=[N:8][S:9](=[O:10])(=[O:11])[c:12]1[cH:13][cH:14][cH:15][c:16]2[c:20]1[O:19][C:18]([CH3:21])([CH3:22])[CH2:17]2. Starting materials: ClC(C(=O)N[C@@H]([C@H](O)C1=CC=C(C=C1)C1=NN=C(S1)CNC(OC(C)(C)C)=O)CF)Cl (tert-butyl ((5-(4-((1R,2S)-2-(2,2-dichloroacetamido)-3-fluoro-1-hydroxypropyl)phenyl)-1,3,4-thiadiazol-2-yl)methyl)carbamate), FC(C(=O)O)(F)F (trifluoroacetic acid). Run in C(Cl)Cl (CH2Cl2). The product is NCC1=NN=C(S1)C1=CC=C(C=C1)[C@H]([C@@H](CF)NC(C(Cl)Cl)=O)O (N-((1R,2S)-1-(4-(5-(aminomethyl)-1,3,4-thiadiazol-2-yl)phenyl)-3-fluoro-1-hydroxypropan-2-yl)-2,2-dichloroacetamide). Yield: 135.3%. Reaction SMILES: [Cl:1][CH:2]([Cl:31])[C:3]([NH:5][C@H:6]([CH2:29][F:30])[C@@H:7]([C:9]1[CH:14]=[CH:13][C:12]([C:15]2[S:19][C:18]([CH2:20][NH:21]C(=O)OC(C)(C)C)=[N:17][N:16]=2)=[CH:11][CH:10]=1)[OH:8])=[O:4].FC(F)(F)C(O)=O>C(Cl)Cl>[NH2:21][CH2:20][C:18]1[S:19][C:15]([C:12]2[CH:13]=[CH:14][C:9]([C@@H:7]([OH:8])[C@H:6]([NH:5][C:3](=[O:4])[CH:2]([Cl:1])[Cl:31])[CH2:29][F:30])=[CH:10][CH:11]=2)=[N:16][N:17]=1. Procedure details: To a stirred solution of tert-butyl ((5-(4-((1R,2S)-2-(2,2-dichloroacetamido)-3-fluoro-1-hydroxypropyl)phenyl)-1,3,4-thiadiazol-2-yl)methyl)carbamate (100 mg, 0.203 mmol) in CH2Cl2 (10 mL) is added trifluoroacetic acid (1.0 mL). After 2 hours the reaction mixture is concentrated in vacuo and the residue washed with diethyl ether. The residue is dissolved in 10% methanol in CH2Cl2 and evaporated to dryness, washed with n-pentane, dried under vacuum to give the title compound (108 mg): 1H-NMR (400...